This data is from the Open Reaction Database (ORD), a public repository of structured organic reaction records. The task is: describe an organic reaction: reactants, conditions, products, and yield Reactants: BrC1=C(N=C2N1C=CN=C2NCC2=CC=C(C=C2)S(=O)(=O)N)C (4-[(3-Bromo-2-methyl-imidazo[1,2-a]pyrazin-8-ylamino)-methyl]-benzenesulfonamide), CC1(OB(OC1(C)C)C1=CC=C(C=C1)O)C (4-(4,4,5,5-tetramethyl-[1,3,2]dioxaborolan-2-yl)-phenol), C(=O)([O-])[O-].[Na+].[Na+] (Na2CO3), O(C1=C(C=CC=C1)P(C1=CC=CC=C1)C1=CC=CC=C1)C1=C(C=CC=C1)P(C1=CC=CC=C1)C1=CC=CC=C1 ((oxidi-2,1-phenylene)bis(diphenylphosphine)). The reagents and catalysts are CC(=O)[O-].CC(=O)[O-].[Pd+2] (Pd(OAc)2). Run in O (water), CN(C)C=O (DMF). Reaction conditions: temperature 130 celsius. The product is OC1=CC=C(C=C1)C1=CN=C2N1C=CN=C2NCC2=CC=C(C=C2)S(=O)(=O)N (4-{[3-(4-Hydroxy-phenyl)-imidazo[1,2-a]pyrazin-8-ylamino]-methyl}-benzenesulfonamide), solid. The yield is 10.0%. Reaction SMILES: Br[C:2]1[N:6]2[CH:7]=[CH:8][N:9]=[C:10]([NH:11][CH2:12][C:13]3[CH:18]=[CH:17][C:16]([S:19]([NH2:22])(=[O:21])=[O:20])=[CH:15][CH:14]=3)[C:5]2=[N:4][C:3]=1C.CC1(C)C(C)(C)OB([C:32]2[CH:37]=[CH:36][C:35]([OH:38])=[CH:34][CH:33]=2)O1.C([O-])([O-])=O.[Na+].[Na+].O(C1C=CC=CC=1P(C1C=CC=CC=1)C1C=CC=CC=1)C1C=CC=CC=1P(C1C=CC=CC=1)C1C=CC=CC=1>CN(C=O)C.CC([O-])=O.CC([O-])=O.[Pd+2].O>[OH:38][C:35]1[CH:36]=[CH:37][C:32]([C:2]2[N:6]3[CH:7]=[CH:8][N:9]=[C:10]([NH:11][CH2:12][C:13]4[CH:14]=[CH:15][C:16]([S:19]([NH2:22])(=[O:21])=[O:20])=[CH:17][CH:18]=4)[C:5]3=[N:4][CH:3]=2)=[CH:33][CH:34]=1 |f:2.3.4,7.8.9|. Reported procedure: To a 5 mL microwave tube is added 4-[(3-Bromo-2-methyl-imidazo[1,2-a]pyrazin-8-ylamino)-methyl]-benzenesulfonamide (0.15 g, 0.379 mmol), 4-(4,4,5,5-tetramethyl-[1,3,2]dioxaborolan-2-yl)-phenol (0.084 g, 0.417 mmol), Na2CO3 (0.1 g, 0.95 mmol), Pd(OAc)2 (approx. 7 mg, 0.028 mmol), and (oxidi-2,1-phenylene)bis(diphenylphosphine) (20 mg, 0.038 mmol). The mixture is suspended in DMF (3 mL) and water (1 mL) and the vessel is sealed under a nitrogen atmosphere. The reaction vessel is heated to 130° C. ... Starting materials: C#CCO, ClC(Cl)Cl, CCN(C(C)C)C(C)C, Fc1c(Cl)cccc1I, [Cu]I, C1CCOC1, O=C(C=Cc1ccccc1)C=Cc1ccccc1, O=C(C=Cc1ccccc1)C=Cc1ccccc1, O=C(C=Cc1ccccc1)C=Cc1ccccc1, [Pd], [Pd], c1ccc(P(c2ccccc2)c2ccccc2)cc1. Product: OCC#Cc1cccc(Cl)c1F. Reaction SMILES: [CH2:29]([C:30]#[CH:31])[OH:32].[CH:100]([Cl:101])([Cl:102])[Cl:103].[CH:33]([N:34]([CH:35]([CH3:36])[CH3:37])[CH2:38][CH3:39])([CH3:40])[CH3:41].[Cl:1][c:2]1[c:3]([F:9])[c:4]([I:8])[cH:5][cH:6][cH:7]1.[Cu:42][I:43].[O:104]1[CH2:105][CH2:106][CH2:107][CH2:108]1.[O:46]=[C:47]([CH:48]=[CH:49][c:50]1[cH:51][cH:52][cH:53][cH:54][cH:55]1)[CH:56]=[CH:57][c:58]1[cH:59][cH:60][cH:61][cH:62][cH:63]1.[O:64]=[C:65]([CH:66]=[CH:67][c:68]1[cH:69][cH:70][cH:71][cH:72][cH:73]1)[CH:74]=[CH:75][c:76]1[cH:77][cH:78][cH:79][cH:80][cH:81]1.[O:82]=[C:83]([CH:84]=[CH:85][c:86]1[cH:87][cH:88][cH:89][cH:90][cH:91]1)[CH:92]=[CH:93][c:94]1[cH:95][cH:96][cH:97][cH:98][cH:99]1.[Pd:44].[Pd:45].[c:10]1([P:11]([c:12]2[cH:13][cH:14][cH:15][cH:16][cH:17]2)[c:18]2[cH:19][cH:20][cH:21][cH:22][cH:23]2)[cH:24][cH:25][cH:26][cH:27][cH:28]1>>[Cl:1][c:2]1[c:3]([F:9])[c:4]([C:31]#[C:30][CH2:29][OH:32])[cH:5][cH:6][cH:7]1.